From a dataset of the Open Reaction Database (ORD), a public repository of structured organic reaction records. describe an organic reaction: reactants, conditions, products, and yield Starting materials: C1(CC1)COC=1C(=NC(=NC1)S(=O)(=O)C)C1=CN(C(C2=CC(=CC=C12)F)=O)C (4-[5-(cyclopropylmethoxy)-2-methylsulfonylpyrimidin-4-yl]-7-fluoro-2-methylisoquinolin-1-one), C(C)S(=O)(=O)N (EtSO2NH2), ClC1=NC(=NC=C1OCC1CC1)S(=O)(=O)C (4-chloro-5-(cyclopropylmethoxy)-2-methylsulfonylpyrimidine), BrC1=CNC(C2=CC(=CC=C12)F)=O (4-bromo-7-fluoro-2H-isoquinolin-1-one), CC1(OB(OC1(C)C)B1OC(C(O1)(C)C)(C)C)C (4,4,5,5-tetramethyl-2-(tetramethyl-1,3,2-dioxaborolan-2-yl)-1,3,2-dioxaborolane), FC1=CC=C2C(=CN(C(C2=C1)=O)C)B1OC(C(O1)(C)C)(C)C (7-fluoro-2-methyl-4-(4,4,5,5-tetramethyl-1,3,2-dioxaborolan-2-yl)isoquinolin-1-one). The product is C1(CC1)COC=1C(=NC(=NC1)NS(=O)(=O)CC)C1=CN(C(C2=CC(=CC=C12)F)=O)C (N-[5-(cyclopropylmethoxy)-4-(7-fluoro-2-methyl-1-oxoisoquinolin-4-yl)pyrimidin-2-yl]ethanesulfonamide). As a reaction SMILES: BrC1C2C(=CC(F)=CC=2)C(=O)NC=1.CC1(C)C(C)(C)OB(B2OC(C)(C)C(C)(C)O2)O1.FC1C=C2C(C(B3OC(C)(C)C(C)(C)O3)=CN(C)C2=O)=CC=1.ClC1C(OCC2CC2)=CN=C(S(C)(=O)=O)N=1.[CH:70]1([CH2:73][O:74][C:75]2[C:76]([C:85]3[C:94]4[C:89](=[CH:90][C:91]([F:95])=[CH:92][CH:93]=4)[C:88](=[O:96])[N:87]([CH3:97])[CH:86]=3)=[N:77][C:78](S(C)(=O)=O)=[N:79][CH:80]=2)[CH2:72][CH2:71]1.[CH2:98]([S:100]([NH2:103])(=[O:102])=[O:101])[CH3:99]>>[CH:70]1([CH2:73][O:74][C:75]2[C:76]([C:85]3[C:94]4[C:89](=[CH:90][C:91]([F:95])=[CH:92][CH:93]=4)[C:88](=[O:96])[N:87]([CH3:97])[CH:86]=3)=[N:77][C:78]([NH:103][S:100]([CH2:98][CH3:99])(=[O:102])=[O:101])=[N:79][CH:80]=2)[CH2:71][CH2:72]1. Procedure: The title compound of Example 58, step 2 was treated with 4,4,5,5-tetramethyl-2-(tetramethyl-1,3,2-dioxaborolan-2-yl)-1,3,2-dioxaborolane in a manner similar to Example 89, step 1 and the resulting 7-fluoro-2-methyl-4-(4,4,5,5-tetramethyl-1,3,2-dioxaborolan-2-yl)isoquinolin-1-one was coupled to the title compound of Example 152, step 4 in a manner similar to Example 152, step 5 and the resulting 4-[5-(cyclopropylmethoxy)-2-methylsulfonylpyrimidin-4-yl]-7-fluoro-2-methylisoquinolin-1-one was trea... The reactants are C1OC2=C(O1)C=C(C(=C2)CO)Cl (6-chloropiperonyl alcohol), P(Br)(Br)Br (PBr3). The solvent is C(C)OCC (ethyl ether). Reaction conditions: temperature 0 celsius, time 18 hour. The product is BrCC1=CC2=C(OCO2)C=C1Cl (5-Bromomethyl-6-chloro-1,3-benzodioxole). Reaction SMILES: [CH2:1]1[O:5][C:4]2[CH:6]=[C:7]([Cl:12])[C:8]([CH2:10]O)=[CH:9][C:3]=2[O:2]1.P(Br)(Br)[Br:14]>C(OCC)C>[Br:14][CH2:10][C:8]1[C:7]([Cl:12])=[CH:6][C:4]2[O:5][CH2:1][O:2][C:3]=2[CH:9]=1. Reported procedure: 2.5 g of 6-chloropiperonyl alcohol are dissolved in 80 ml of ethyl ether. The solution is cooled to 0° C. and then 1.9 ml of PBr3 are added. The mixture is stirred at ambient temperature for 18 hours. It is poured onto ice and then extraction is carried out with AcOEt. The organic phase is washed with a saturated NaCl solution. 3.3 g of powder are obtained. Starting materials: OCC1OCCC1O, Cc1ccc(S(=O)(=O)Cl)cc1, c1ccncc1. Product: Cc1ccc(S(=O)(=O)OCC2OCCC2O)cc1. Reaction SMILES: [OH:1][CH2:2][CH:3]1[O:4][CH2:5][CH2:6][CH:7]1[OH:8].[c:9]1([CH3:19])[cH:10][cH:11][c:12]([S:15](=[O:16])(=[O:17])[Cl:18])[cH:13][cH:14]1.[cH:20]1[cH:21][cH:22][n:23][cH:24][cH:25]1>>[O:1]([CH2:2][CH:3]1[O:4][CH2:5][CH2:6][CH:7]1[OH:8])[S:15]([c:12]1[cH:11][cH:10][c:9]([CH3:19])[cH:14][cH:13]1)(=[O:16])=[O:17]. As a reaction SMILES: [CH2:1]([c:2]1[cH:3][cH:4][cH:5][cH:6][cH:7]1)[O:8][CH2:9][CH:10]1[O:11][CH2:12]1.[CH3:13][OH:14].[CH:19]([O:20][CH3:21])=[O:22].[N-:16]=[N+:17]=[N-:18].[Na+:15].[OH2:23]>>[CH2:1]([c:2]1[cH:3][cH:4][cH:5][cH:6][cH:7]1)[O:8][CH2:9][CH:10]([OH:11])[CH2:12][N:16]=[N+:17]=[N-:18]. Starting materials: c1ccc(COCC2CO2)cc1, CO, COC=O, [N-]=[N+]=[N-], [Na+], O. Product: [N-]=[N+]=NCC(O)COCc1ccccc1. Reactants: N[C@@H](CCCN)C(=O)O (ornithine), N[C@@H](CCC(N)=O)C(=O)O (glutamine), O=C[C@H](O)[C@@H](O)[C@H](O)[C@H](O)CO (glucose). Product: N[C@@H](CCCN)C(=O)O.N[C@@H](CCC(N)=O)C(=O)O.O=C[C@H](O)[C@@H](O)[C@H](O)[C@H](O)CO (Ornithine Glutamine Glucose). As a reaction SMILES: [NH2:1][C@H:2]([C:7]([OH:9])=[O:8])[CH2:3][CH2:4][CH2:5][NH2:6].[NH2:10][C@H:11]([C:17]([OH:19])=[O:18])[CH2:12][CH2:13][C:14](=[O:16])[NH2:15].[O:20]=[CH:21][C@@H:22]([C@H:24]([C@@H:26]([C@@H:28]([CH2:30][OH:31])[OH:29])[OH:27])[OH:25])[OH:23]>>[NH2:1][C@H:2]([C:7]([OH:9])=[O:8])[CH2:3][CH2:4][CH2:5][NH2:6].[NH2:10][C@H:11]([C:17]([OH:19])=[O:18])[CH2:12][CH2:13][C:14](=[O:16])[NH2:15].[O:20]=[CH:21][C@@H:22]([C@H:24]([C@@H:26]([C@@H:28]([CH2:30][OH:31])[OH:29])[OH:27])[OH:25])[OH:23] |f:3.4.5|. Procedure details: The procedure was the same as in Example 1 excepted that the quantity of respective components was: 2 mmol of ornithine, 2 mmol of glutamine and twice 10 mmol of glucose. The reactants are CCCC(=O)O, ClCCCl, Oc1cccc(O)c1. Product: CCCC(=O)c1ccc(O)cc1O. As a reaction SMILES: [CH3:9][CH2:10][CH2:11][C:12]([OH:13])=[O:14].[Cl:15][CH2:16][CH2:17][Cl:18].[OH:1][c:2]1[cH:3][cH:4][cH:5][c:6]([OH:7])[cH:8]1>>[OH:1][c:2]1[cH:3][cH:4][c:5]([C:12]([CH2:11][CH2:10][CH3:9])=[O:13])[c:6]([OH:7])[cH:8]1. Starting materials: C(C)(C)S(=O)(=O)N1C(=NC2=C1C=C(C=C2)C=2N=C(NC2C2=CC=CC=C2)C2=C(C=CC=C2F)F)N (1-isopropylsulfonyl-2-amino-6-(2-(2,6-difluorophenyl)-5-(phenyl)-imidazol-4-yl)-benzimidazole), [OH-].[Na+] (sodium hydroxide), C(C)#N (acetonitrile). Run in O (water), O (water), C(C)(=O)OCC (ethyl acetate). Product: NC=1NC2=C(N1)C=C(C=C2)C=2N=C(NC2C2=CC=CC=C2)C2=C(C=CC=C2F)F (2-amino-6-(2-(2,6-difluorophenyl)-5-(phenyl)-imidazol-4-yl)-benzimidazole). The yield is 93.0%. As a reaction SMILES: C(S([N:7]1[C:11]2[CH:12]=[C:13]([C:16]3[N:17]=[C:18]([C:27]4[C:32]([F:33])=[CH:31][CH:30]=[CH:29][C:28]=4[F:34])[NH:19][C:20]=3[C:21]3[CH:26]=[CH:25][CH:24]=[CH:23][CH:22]=3)[CH:14]=[CH:15][C:10]=2[N:9]=[C:8]1[NH2:35])(=O)=O)(C)C.[OH-].[Na+].C(#N)C>O.C(OCC)(=O)C>[NH2:35][C:8]1[NH:9][C:10]2[CH:15]=[CH:14][C:13]([C:16]3[N:17]=[C:18]([C:27]4[C:28]([F:34])=[CH:29][CH:30]=[CH:31][C:32]=4[F:33])[NH:19][C:20]=3[C:21]3[CH:22]=[CH:23][CH:24]=[CH:25][CH:26]=3)=[CH:12][C:11]=2[N:7]=1 |f:1.2|. Reported procedure: Stir a mixture of 1-isopropylsulfonyl-2-amino-6-(2-(2,6-difluorophenyl)-5-(phenyl)-imidazol-4-yl)-benzimidazole (0.07 g, 0.142 mmol) and 1.42 mL 1 N sodium hydroxide in 1:1 water:acetonitrile at 60° C. for 1 hour. Cool the mixture to room temperature and dilute with water and ethyl acetate. Extract the aqueous phase with ethyl acetate (3 times). Wash the combined organic phases sequentially with water and saturated aqueous sodium chloride, dry over sodium sulfate, and concentrate under reduced p... The reactants are CCO, COc1ccc(OC)c(N)c1, FC(F)(F)c1cc(Cl)nc(-c2cnccn2)n1, Cl, [Na+], [OH-], O. Product: COc1ccc(OC)c(Nc2cc(C(F)(F)F)nc(-c3cnccn3)n2)c1. Reaction SMILES: [CH2:32]([OH:33])[CH3:34].[CH3:18][O:19][c:20]1[c:21]([NH2:22])[cH:23][c:24]([O:27][CH3:28])[cH:25][cH:26]1.[Cl:1][c:2]1[n:3][c:4](-[c:12]2[n:13][cH:14][cH:15][n:16][cH:17]2)[n:5][c:6]([C:8]([F:9])([F:10])[F:11])[cH:7]1.[ClH:29].[Na+:31].[OH-:30].[OH2:35]>>[c:2]1([NH:22][c:21]2[c:20]([O:19][CH3:18])[cH:26][cH:25][c:24]([O:27][CH3:28])[cH:23]2)[n:3][c:4](-[c:12]2[n:13][cH:14][cH:15][n:16][cH:17]2)[n:5][c:6]([C:8]([F:9])([F:10])[F:11])[cH:7]1.